From a dataset of the Open Reaction Database (ORD), a public repository of structured organic reaction records. describe an organic reaction: reactants, conditions, products, and yield Reactants: ClC1=C(C(=NC2=CC(=CC(=C12)F)F)C1=C2C=CNC2=CC=C1)C (4-Chloro-5,7-difluoro-2-(1H-indol-4-yl)-3-methylquinoline), CC1(CNC=2C1=NC=C(C2)N2CCOCC2)C (4-(3,3-dimethyl-2,3-dihydro-1H-pyrrolo[3,2-b]pyridin-6-yl)morpholine), C1(CCCCC1)P(C1=C(C=CC=C1)C1=C(C=C(C=C1C(C)C)C(C)C)C(C)C)C1CCCCC1 (2-(dicyclohexylphosphino)-2′,4′,6′-tri-i-propyl-1,1′-biphenyl), CC(C)([O-])C.[Na+] (sodium tert-butoxide). Reagents/catalysts: C=1C=CC(=CC1)/C=C/C(=O)/C=C/C2=CC=CC=C2.C=1C=CC(=CC1)/C=C/C(=O)/C=C/C2=CC=CC=C2.C=1C=CC(=CC1)/C=C/C(=O)/C=C/C2=CC=CC=C2.[Pd].[Pd] (Pd2dba3). Solvent: C1(=CC=CC=C1)C (toluene). Product: CC1(CN(C=2C1=NC=C(C2)N2CCOCC2)C2=C(C(=NC1=CC(=CC(=C21)F)F)C2=C1C=CNC1=CC=C2)C)C (4-(3,3-dimethyl-6-(4-morpholinyl)-2,3-dihydro-1H-pyrrolo[3,2-b]-pyridin-1-yl)-5,7-difluoro-2-(1H-indol-4-yl)-3-methylquinoline). As a reaction SMILES: Cl[C:2]1[C:11]2[C:6](=[CH:7][C:8]([F:13])=[CH:9][C:10]=2[F:12])[N:5]=[C:4]([C:14]2[CH:22]=[CH:21][CH:20]=[C:19]3[C:15]=2[CH:16]=[CH:17][NH:18]3)[C:3]=1[CH3:23].[CH3:24][C:25]1([CH3:40])[C:29]2=[N:30][CH:31]=[C:32]([N:34]3[CH2:39][CH2:38][O:37][CH2:36][CH2:35]3)[CH:33]=[C:28]2[NH:27][CH2:26]1.C1(P(C2CCCCC2)C2C=CC=CC=2C2C(C(C)C)=CC(C(C)C)=CC=2C(C)C)CCCCC1.CC(C)([O-])C.[Na+]>C1C=CC(/C=C/C(/C=C/C2C=CC=CC=2)=O)=CC=1.C1C=CC(/C=C/C(/C=C/C2C=CC=CC=2)=O)=CC=1.C1C=CC(/C=C/C(/C=C/C2C=CC=CC=2)=O)=CC=1.[Pd].[Pd].C1(C)C=CC=CC=1>[CH3:24][C:25]1([CH3:40])[C:29]2=[N:30][CH:31]=[C:32]([N:34]3[CH2:39][CH2:38][O:37][CH2:36][CH2:35]3)[CH:33]=[C:28]2[N:27]([C:2]2[C:11]3[C:6](=[CH:7][C:8]([F:13])=[CH:9][C:10]=3[F:12])[N:5]=[C:4]([C:14]3[CH:22]=[CH:21][CH:20]=[C:19]4[C:15]=3[CH:16]=[CH:17][NH:18]4)[C:3]=2[CH3:23])[CH2:26]1 |f:3.4,5.6.7.8.9|. Procedure: 4-Chloro-5,7-difluoro-2-(1H-indol-4-yl)-3-methylquinoline (42.3 mg, 0.129 mmol), 4-(3,3-dimethyl-2,3-dihydro-1H-pyrrolo[3,2-b]pyridin-6-yl)morpholine (30 mg, 0.129 mmol), Pd2dba3 (11.8 mg, 0.013 mmol), 2-(dicyclohexylphosphino)-2′,4′,6′-tri-i-propyl-1,1′-biphenyl (12.3 mg, 0.026 mmol), sodium tert-butoxide (37.1 mg, 0.386 mmol), and toluene (1.29 mL) were stirred at 105° C. for 2 h. The reaction mixture was then concentrated and the resulting residue was partitioned between EtOAc and saturated a...